From a dataset of the Open Reaction Database (ORD), a public repository of structured organic reaction records. describe an organic reaction: reactants, conditions, products, and yield Reactants: Cc1c(NC2CC2)nc(C2CC2)nc1N1CCC(C)(C)CC1, Cc1c(NC2CC2)nc(C2CC2)nc1N1CCC(C)CC1, Cc1c(NC2CC2)nc(C2CC2)nc1N1CC2CCC(C2)C1, Cc1c(NC2CC2)nc(C2CC2)nc1N1CCSCC1, C1CCCN(c2nc(C3CC3)nc3c2CCCCN3)CC1, C1CCCN(c2nc(C3CC3)nc3c2CCCN3)CC1. The product is Cc1c(NC2CC2)nc(C2CC2)nc1N1CCCCCC1. Reaction SMILES: [CH:1]1([NH:4][c:5]2[n:6][c:7]([CH:20]3[CH2:21][CH2:22]3)[n:8][c:9]([N:12]3[CH2:13][CH2:14][C:15]([CH3:18])([CH3:19])[CH2:16][CH2:17]3)[c:10]2[CH3:11])[CH2:2][CH2:3]1.[CH:23]1([NH:24][c:25]2[c:26]([CH3:27])[c:28]([N:29]3[CH2:30][CH2:31][CH:32]([CH3:33])[CH2:34][CH2:35]3)[n:36][c:37]([CH:38]3[CH2:39][CH2:40]3)[n:41]2)[CH2:42][CH2:43]1.[CH:44]12[CH2:45][CH:46]([CH2:47][CH2:48]1)[CH2:49][N:50]([c:51]1[n:52][c:53]([CH:54]3[CH2:55][CH2:56]3)[n:57][c:58]([NH:59][CH:60]3[CH2:61][CH2:62]3)[c:63]1[CH3:64])[CH2:65]2.[CH:66]1([NH:67][c:68]2[c:69]([CH3:70])[c:71]([N:72]3[CH2:73][CH2:74][S:75][CH2:76][CH2:77]3)[n:78][c:79]([CH:80]3[CH2:81][CH2:82]3)[n:83]2)[CH2:84][CH2:85]1.[N:106]1([c:107]2[c:108]3[c:114]([n:115][c:116]([CH:117]4[CH2:118][CH2:119]4)[n:120]2)[NH:113][CH2:112][CH2:111][CH2:110][CH2:109]3)[CH2:121][CH2:122][CH2:123][CH2:124][CH2:125][CH2:126]1.[N:86]1([c:87]2[c:88]3[c:93]([n:94][c:95]([CH:96]4[CH2:97][CH2:98]4)[n:99]2)[NH:92][CH2:91][CH2:90][CH2:89]3)[CH2:100][CH2:101][CH2:102][CH2:103][CH2:104][CH2:105]1>>[CH:1]1([NH:4][c:5]2[n:6][c:7]([CH:20]3[CH2:21][CH2:22]3)[n:8][c:9]([N:12]3[CH2:13][CH2:14][CH2:15][CH2:18][CH2:16][CH2:17]3)[c:10]2[CH3:11])[CH2:2][CH2:3]1. The product is CC1(COC2=CC=CC=C2C1=O)C (3,3-dimethyl-2,3-dihydro-4H-chromen-4-one). The yield is 100.0%. Procedure: To a cooled (−78° C. bath temperature) solution of 2,3-dihydro-4H-chromen-4-one (25 grams, 0.169 mole) and iodomethane (120 grams, 53 ml, 0.945 mole) in anhydrous tetrahydrofuran (1000 ml) was added portion-wise potassium tertiary butoxide (94.5 grams, 0.945 mole) over a period of 1 hour under an argon atmosphere. During this process, the reaction temperature was kept at −78° C. to avoid exothermic reaction. The cooling bath was removed, and the resulting mixture was warmed to room temperature o... Reactants: O1CCC(C2=CC=CC=C12)=O (2,3-dihydro-4H-chromen-4-one), IC (iodomethane), O1CCCC1 (tetrahydrofuran), CC(C)([O-])C.[K+] (potassium tertiary butoxide). Conditions: time 15 hour. Reaction SMILES: [O:1]1[C:10]2[C:5](=[CH:6]C=CC=2)[C:4](=O)CC1.I[CH3:13].C[C:15]([CH3:18])([O-:17])[CH3:16].[K+].O1C[CH2:23][CH2:22][CH2:21]1>>[CH3:13][C:5]1([CH3:4])[C:10](=[O:1])[C:18]2[C:15](=[CH:16][CH:21]=[CH:22][CH:23]=2)[O:17][CH2:6]1 |f:2.3|. The reactants are example 1 ( b ), CC(COC1=C(C(=O)O)C=C(C=C1)S(=O)(=O)C)(C)C (2-(2,2-dimethyl-propoxy)-5-methanesulfonyl-benzoic acid), Cl.CS(=O)(=O)C1=CN=C(S1)N1CCNCC1 (1-(5-methanesulfonyl-thiazol-2-yl)-piperazine hydrochloride). Yields the product CC(COC1=C(C=C(C=C1)S(=O)(=O)C)C(=O)N1CCN(CC1)C=1SC(=CN1)S(=O)(=O)C)(C)C ([2-(2,2-Dimethyl-propoxy)-5-methanesulfonyl-phenyl]-[4-(5-methanesulfonyl-thiazol-2-yl)-piperazin-1-yl]-methanone). Isolated yield 36.0%. As a reaction SMILES: [CH3:1][C:2]([CH3:19])([CH3:18])[CH2:3][O:4][C:5]1[CH:13]=[CH:12][C:11]([S:14]([CH3:17])(=[O:16])=[O:15])=[CH:10][C:6]=1[C:7]([OH:9])=O.Cl.[CH3:21][S:22]([C:25]1[S:29][C:28]([N:30]2[CH2:35][CH2:34][NH:33][CH2:32][CH2:31]2)=[N:27][CH:26]=1)(=[O:24])=[O:23]>>[CH3:18][C:2]([CH3:1])([CH3:19])[CH2:3][O:4][C:5]1[CH:13]=[CH:12][C:11]([S:14]([CH3:17])(=[O:16])=[O:15])=[CH:10][C:6]=1[C:7]([N:33]1[CH2:34][CH2:35][N:30]([C:28]2[S:29][C:25]([S:22]([CH3:21])(=[O:24])=[O:23])=[CH:26][N:27]=2)[CH2:31][CH2:32]1)=[O:9] |f:1.2|. Procedure: Prepared in analogy to example 1 (b) from 2-(2,2-dimethyl-propoxy)-5-methanesulfonyl-benzoic acid (Example A11) and 1-(5-methanesulfonyl-thiazol-2-yl)-piperazine hydrochloride (Example 21(c)). The crude material was purified by chromatography (SiO2, ethyl acetate/heptane) followed by trituration in ether to yield the title compound as a white crystalline solid (yield 36%). MS (m/e): 516.2 (M+H+, 100%). Reported procedure: In a mixture of 60 ml of ethanol and 200 ml of xylene was dissolved 40 g of DL-β-hydroxyphenethylamine, and the resulting solution was added dropwise to a solution of 57.8 g of 1,1-bis(methylthio)-2-nitroethene in 600 ml of xylene under reflux over a period of 1.5 hours to effect reaction. During the reaction, the low-boiling fractions were gradually removed by distillation and the reaction temperature was maintained at 130° C. to 140° C. After completion of the reaction, crystals were deposited... The reactants are C1=CC=C(C=C1)C(CN)O (DL-β-hydroxyphenethylamine), CSC(=C[N+](=O)[O-])SC (1,1-bis(methylthio)-2-nitroethene). Solvent: C=1(C(=CC=CC1)C)C (xylene), C(C)O (ethanol), C=1(C(=CC=CC1)C)C (xylene). Yields the product [N+](=O)([O-])C=C1OC(CN1)C1=CC=CC=C1 (2-nitromethylene-5-phenyloxazolidine). The yield is 56.5%. RXN SMILES: [CH:1]1[CH:6]=[CH:5][C:4]([CH:7]([OH:10])[CH2:8][NH2:9])=[CH:3][CH:2]=1.CS[C:13](SC)=[CH:14][N+:15]([O-:17])=[O:16]>C(O)C.C1(C)C(C)=CC=CC=1>[N+:15]([CH:14]=[C:13]1[NH:9][CH2:8][CH:7]([C:4]2[CH:5]=[CH:6][CH:1]=[CH:2][CH:3]=2)[O:10]1)([O-:17])=[O:16]. Reactants: NCCc1ccc2c(c1)OCCO2, Cc1sc2nc(-c3ccno3)nc(Cl)c2c1Cl. Product: Cc1sc2nc(-c3ccno3)nc(NCCc3ccc4c(c3)OCCO4)c2c1Cl. RXN SMILES: [CH2:1]1[O:2][c:3]2[cH:4][c:5]([CH2:6][CH2:7][NH2:8])[cH:9][cH:10][c:11]2[O:12][CH2:13]1.[Cl:14][c:15]1[c:16]2[c:17]([n:18][c:19](-[c:21]3[cH:22][cH:23][n:24][o:25]3)[n:20]1)[s:26][c:27]([CH3:30])[c:28]2[Cl:29]>>[CH2:1]1[O:2][c:3]2[cH:4][c:5]([CH2:6][CH2:7][NH:8][c:15]3[c:16]4[c:17]([n:18][c:19](-[c:21]5[cH:22][cH:23][n:24][o:25]5)[n:20]3)[s:26][c:27]([CH3:30])[c:28]4[Cl:29])[cH:9][cH:10][c:11]2[O:12][CH2:13]1.